describe an organic reaction: reactants, conditions, products, and yield From a dataset of the Open Reaction Database (ORD), a public repository of structured organic reaction records. Starting materials: C(C)(C)N1C(NC2=C1C=CC=C2)=O (1-isopropyl-1,3-dihydro-2H-benzimidazol-2-one), C(C)(C)(C)OC(=O)NCC1CCN(CC1)CC1(CCC1)C(=O)OC (methyl 1-[(4-{[(tert-butoxycarbonyl)amino]methyl}piperidin-1-yl)methyl]cyclobutanecarboxylate). The product is C(C)(C)N1C(N(C2=C1C=CC=C2)C(=O)NCC2CCN(CC2)CC2(CCC2)C(=O)OC)=O (Methyl 1-{[4-({[(3-isopropyl-2-oxo-2,3-dihydro-1H-benzimidazol-1-yl)carbonyl]amino}methyl)piperidin-1-yl]methyl}cyclobutanecarboxylate). RXN SMILES: [CH:1]([N:4]1[C:8]2[CH:9]=[CH:10][CH:11]=[CH:12][C:7]=2[NH:6][C:5]1=[O:13])([CH3:3])[CH3:2].C([O:18][C:19]([NH:21][CH2:22][CH:23]1[CH2:28][CH2:27][N:26]([CH2:29][C:30]2([C:34]([O:36][CH3:37])=[O:35])[CH2:33][CH2:32][CH2:31]2)[CH2:25][CH2:24]1)=O)(C)(C)C>>[CH:1]([N:4]1[C:8]2[CH:9]=[CH:10][CH:11]=[CH:12][C:7]=2[N:6]([C:19]([NH:21][CH2:22][CH:23]2[CH2:24][CH2:25][N:26]([CH2:29][C:30]3([C:34]([O:36][CH3:37])=[O:35])[CH2:33][CH2:32][CH2:31]3)[CH2:27][CH2:28]2)=[O:18])[C:5]1=[O:13])([CH3:3])[CH3:2]. Procedure: The title compound was prepared according to the procedure described in Step 6 of Example 1 from 1-isopropyl-1,3-dihydro-2H-benzimidazol-2-one and methyl 1-[(4-{[(tert-butoxycarbonyl)amino]methyl}piperidin-1-yl)methyl]cyclobutanecarboxylate (step 2 of Example 7). Starting materials: [OH-].[Cu+2].[OH-] (copper hydroxide), NCC(=O)O (glycine). The solvent is C(C)O (ethanol). Reaction conditions: time 5 hour. Yields the product NCC(=O)[O-].[Cu+2].NCC(=O)[O-] (copper glycinate). As a reaction SMILES: [OH-].[Cu+2:2].[OH-].[NH2:4][CH2:5][C:6]([OH:8])=[O:7]>C(O)C>[NH2:4][CH2:5][C:6]([O-:8])=[O:7].[Cu+2:2].[NH2:4][CH2:5][C:6]([O-:8])=[O:7] |f:0.1.2,5.6.7|. Procedure details: The copper hydroxide precipitate was then placed into a beaker provided with a reflux condenser and 15 grams (0.2 Mole) of glycine was added. 100 ml of ethanol was thereafter added and the mixture stirred and boiled at atmospheric pressure for 5 hours. The reaction mixture was then cooled and filtered yielding 21.2 grams of copper glycinate in the form of a fine blue powder.